Dataset: the Open Reaction Database (ORD), a public repository of structured organic reaction records. Task: describe an organic reaction: reactants, conditions, products, and yield Reactants: C1(CCCCC1)CN(C(=O)Cl)C (cyclohexylmethyl-methylcarbamoyl chloride), C(Cl)Cl.CO (CH2Cl2 MeOH), CC#N.O (CH3CN H2O), CC#N (CH3CN). Solvent: O (H2O). The product is C(C1=CC=CC=C1)N(C(=O)Cl)C1CC1 (Benzyl-cyclopropyl-carbamoyl chloride). RXN SMILES: [CH:1]1([CH2:7][N:8]([CH3:12])[C:9]([Cl:11])=[O:10])[CH2:6][CH2:5][CH2:4][CH2:3][CH2:2]1.C(Cl)Cl.CO.[CH3:18][C:19]#N.O.CC#N>O>[CH2:7]([N:8]([CH:12]1[CH2:19][CH2:18]1)[C:9]([Cl:11])=[O:10])[C:1]1[CH:6]=[CH:5][CH:4]=[CH:3][CH:2]=1 |f:1.2,3.4|. Procedure details: The title compound is prepared analogously as described for cyclohexylmethyl-methylcarbamoyl chloride. TLC, Rf (CH2Cl2/MeOH 95:5)=0.9. MS (LC-MS): [M+H]+=210.2. tR (HPLC, Waters Symmetry C18 column, 20-100% CH3CN/H2O/5 min, CH3CN and H2O containing 0.1% TFA, flow: 0.6 mL/min): 4.67 min. Starting materials: CO, ClC(Cl)Cl, CC(C)(C)OC(=O)NC1CCNCC1, O=CCn1c(=O)ccc2ccc3c(c21)OCCO3. Product: CC(C)(C)OC(=O)NC1CCN(CCn2c(=O)ccc3ccc4c(c32)OCCO4)CC1. Reaction SMILES: [CH3:37][OH:38].[CH:33]([Cl:34])([Cl:35])[Cl:36].[NH:19]1[CH2:20][CH2:21][CH:22]([NH:25][C:26]([O:27][C:28]([CH3:29])([CH3:30])[CH3:31])=[O:32])[CH2:23][CH2:24]1.[O:1]=[c:2]1[n:3]([CH2:16][CH:17]=[O:18])[c:4]2[c:5]3[c:6]([cH:7][cH:8][c:9]2[cH:10][cH:11]1)[O:12][CH2:13][CH2:14][O:15]3>>[O:1]=[c:2]1[n:3]([CH2:16][CH2:17][N:19]2[CH2:20][CH2:21][CH:22]([NH:25][C:26]([O:27][C:28]([CH3:29])([CH3:30])[CH3:31])=[O:32])[CH2:23][CH2:24]2)[c:4]2[c:5]3[c:6]([cH:7][cH:8][c:9]2[cH:10][cH:11]1)[O:12][CH2:13][CH2:14][O:15]3. Starting materials: NC=1SC=C(N1)C(C(=O)N[C@H]1[C@H]2SCC(=C(N2C1=O)C(=O)O)CSC1=CC(=NC=2N1N=CC2)C2=CC(=C(C=C2)O)O)=O ((6R,7R)-7-(2-Amino-4-thiazoleglyoxylamido)-3-[[[5-(3,4dihydroxyphenyl)pyrazolo[1,5-a]pyrimidin-7-yl]thio]methyl]-8-oxo-5-thia-1-azabicyclo[4.2.0]oct-2-en-2-carboxylic acid), Cl.NOC(C(=O)NNC(C1=CC(=C(C=C1)O)O)=O)(C)C (1-[2-(aminooxy)-2-methylpropionyl]-2-(3,4-dihydroxybenzoyl)hydrazine hydrochloride). Run in CC(=O)N(C)C (dimethylacetamide). Reaction conditions: time 24 hour. Product: NC=1SC=C(N1)/C(/C(=O)N[C@H]1[C@H]2SCC(=C(N2C1=O)C(=O)O)CSC1=CC(=NC=2N1N=CC2)C2=CC(=C(C=C2)O)O)=N/OC(C)(C)C(NNC(C2=CC(=C(C=C2)O)O)=O)=O ((6R,7R)-7-[(Z)-2-(2-amino-4-thiazolyl)-2-[[1-[3-(3,4-dihydroxybenzoyl)carbazoyl]-1-methylethoxy]imino]-acetamido]-3-[[[5-(3,4-dihydroxyphenyl)pyrazolo[1,5-a]pyrimidin-7-yl]thio]methyl]-8-oxo-5-thia- 1-azabicyclo[4.2.0]oct-2-ene-2-carboxylic acid). Yield: 91.3%. Reaction SMILES: [NH2:1][C:2]1[S:3][CH:4]=[C:5]([C:7](=O)[C:8]([NH:10][C@@H:11]2[C:18](=[O:19])[N:17]3[C@@H:12]2[S:13][CH2:14][C:15]([CH2:23][S:24][C:25]2[N:30]4[N:31]=[CH:32][CH:33]=[C:29]4[N:28]=[C:27]([C:34]4[CH:39]=[CH:38][C:37]([OH:40])=[C:36]([OH:41])[CH:35]=4)[CH:26]=2)=[C:16]3[C:20]([OH:22])=[O:21])=[O:9])[N:6]=1.Cl.[NH2:44][O:45][C:46]([CH3:62])([CH3:61])[C:47]([NH:49][NH:50][C:51](=[O:60])[C:52]1[CH:57]=[CH:56][C:55]([OH:58])=[C:54]([OH:59])[CH:53]=1)=[O:48]>CC(N(C)C)=O>[NH2:1][C:2]1[S:3][CH:4]=[C:5](/[C:7](=[N:44]/[O:45][C:46]([C:47](=[O:48])[NH:49][NH:50][C:51](=[O:60])[C:52]2[CH:57]=[CH:56][C:55]([OH:58])=[C:54]([OH:59])[CH:53]=2)([CH3:61])[CH3:62])/[C:8]([NH:10][C@@H:11]2[C:18](=[O:19])[N:17]3[C@@H:12]2[S:13][CH2:14][C:15]([CH2:23][S:24][C:25]2[N:30]4[N:31]=[CH:32][CH:33]=[C:29]4[N:28]=[C:27]([C:34]4[CH:39]=[CH:38][C:37]([OH:40])=[C:36]([OH:41])[CH:35]=4)[CH:26]=2)=[C:16]3[C:20]([OH:22])=[O:21])=[O:9])[N:6]=1 |f:1.2|. Reported procedure: (6R,7R)-7-(2-Amino-4-thiazoleglyoxylamido)-3-[[[5-(3,4dihydroxyphenyl)pyrazolo[1,5-a]pyrimidin-7-yl]thio]methyl]-8-oxo-5-thia-1-azabicyclo[4.2.0]oct-2-en-2-carboxylic acid (625 mg) and 500 mg of 1-[2-(aminooxy)-2-methylpropionyl]-2-(3,4-dihydroxybenzoyl)hydrazine hydrochloride are dissolved in 10 ml of dimethylacetamide and left at room temperature for 24 hours. Thereafter, the solvent is evaporated at 30° C. in a vacuum. The residue is triturated with 30 ml of water, whereby it becomes solid. I... Starting materials: CO, CN=C(N)Nc1cnn(CCCCC#N)n1, ClC(Cl)Cl, Cl. The product is CN=C(N)Nc1cnn(CCCCC(=N)OC)n1. Reaction SMILES: [CH3:18][OH:19].[CH3:1][N:2]=[C:3]([NH:4][c:5]1[n:6][n:7]([CH2:10][CH2:11][CH2:12][CH2:13][C:14]#[N:15])[n:8][cH:9]1)[NH2:16].[CH:20]([Cl:21])([Cl:22])[Cl:23].[ClH:17]>>[CH3:1][N:2]=[C:3]([NH:4][c:5]1[n:6][n:7]([CH2:10][CH2:11][CH2:12][CH2:13][C:14](=[NH:15])[O:19][CH3:18])[n:8][cH:9]1)[NH2:16]. Starting materials: CCNCC, C=CC(Cl)Cc1ccc(Cl)cc1, ClCC=CCc1ccc(Cl)cc1, Cl. Product: CCN(CC)CC=CCc1ccc(Cl)cc1. RXN SMILES: [CH2:1]([CH3:2])[NH:3][CH2:4][CH3:5].[Cl:18][c:19]1[cH:20][cH:21][c:22]([CH2:23][CH:24]([Cl:25])[CH:26]=[CH2:27])[cH:28][cH:29]1.[Cl:6][c:7]1[cH:8][cH:9][c:10]([CH2:13][CH:14]=[CH:15][CH2:16][Cl:17])[cH:11][cH:12]1.[ClH:30]>>[CH2:1]([CH3:2])[N:3]([CH2:4][CH3:5])[CH2:16][CH:15]=[CH:14][CH2:13][c:10]1[cH:9][cH:8][c:7]([Cl:6])[cH:12][cH:11]1. Reactants: chloroformyl, [OH-].[Na+] (sodium hydroxide), O1CCCC1 (tetrahydrofuran), C1(=CC=CC=C1)P([O-])([O-])=O (phenylphosphonate), O (water). Product: OC=1C=C(CO)C=CC1 (3-hydroxybenzyl alcohol). Reaction SMILES: [C:1]1(P(=O)([O-])[O-])[CH:6]=[CH:5][CH:4]=[CH:3][CH:2]=1.[OH2:11].[OH-].[Na+].[O:14]1[CH2:18]CCC1>>[OH:11][C:3]1[CH:2]=[C:1]([CH:6]=[CH:5][CH:4]=1)[CH2:18][OH:14] |f:2.3|. Procedure details: Scheme 20, Example 1 illustrates the preparation of carbamates employing a chloroformyl derivative of the carbinol 20.5. In this procedure, the carbinol 20.5 is reacted with phosgene, in an inert solvent such as toluene, at about 0°, as described in Org. Syn. Coll. Vol. 3, 167, 1965, or with an equivalent reagent such as trichloromethoxy chloroformate, as described in Org. Syn. Coll. Vol. 6, 715, 1988, to afford the chloroformate 20.6. The latter compound is then reacted with the amine component... Reactants: C(=O)(O)[O-].[Na+] (NaHCO3), C(=O)(OC(C)(C)C)NCC(=O)O (Boc-glycine), BrC1=CC=C(CCCN)C=C1 (4-bromobenzylethylamine), CCN(C(C)C)C(C)C (Hunig's base). Solvent: O (water), C(Cl)Cl (CH2Cl2). Conditions: time 16 hour. Yields the product CCOC(=O)C.CCCCCC.[NH4+].[OH-] (EtOAc Hexane NH4OH). Yield: 69.0%. As a reaction SMILES: [C:1]([NH:8]CC(O)=O)([O:3][C:4]([CH3:7])(C)C)=[O:2].Br[C:14]1[CH:23]=[CH:22][C:17](CCCN)=[CH:16][CH:15]=1.CCN(C(C)C)C(C)C.C([O-])(O)=[O:34].[Na+]>C(Cl)Cl.O>[CH3:7][CH2:4][O:3][C:1]([CH3:14])=[O:2].[CH3:22][CH2:23][CH2:14][CH2:15][CH2:16][CH3:17].[NH4+:8].[OH-:34] |f:3.4,7.8.9.10|. Reported procedure: To a solution of Boc-glycine 130 (1.04 g, 5.88 mmol) and 4-bromobenzylethylamine 131 (1.00 g, 4.90 mmol) in CH2Cl2 (25 mL) at room temperature was added Hunig's base (1.30 mL, 7.35 mmol). The mixture was stirred at room temperature for 16 h. The mixture was poured into water (40 mL) and sat. NaHCO3 (3 mL), then extracted with CH2Cl2 (60 mL), washed with water (100 mL), and dried with Na2SO4. The residue was isolated by column chromatography (50/50/0.1 EtOAc/Hexane/NH4OH), to give 1.30 g of amide...